From a dataset of the Open Reaction Database (ORD), a public repository of structured organic reaction records. describe an organic reaction: reactants, conditions, products, and yield The reactants are Cc1cc(Nc2cc3ccccc3c(Cl)n2)n[nH]1, OB(O)c1csc2ccccc12. As a reaction SMILES: [Cl:1][c:2]1[n:3][c:4]([NH:12][c:13]2[n:14][nH:15][c:16]([CH3:18])[cH:17]2)[cH:5][c:6]2[cH:7][cH:8][cH:9][cH:10][c:11]12.[s:19]1[c:20]2[c:21]([c:22]([B:24]([OH:25])[OH:26])[cH:23]1)[cH:27][cH:28][cH:29][cH:30]2>>[c:2]1(-[c:22]2[c:21]3[c:20]([s:19][cH:23]2)[cH:30][cH:29][cH:28][cH:27]3)[n:3][c:4]([NH:12][c:13]2[n:14][nH:15][c:16]([CH3:18])[cH:17]2)[cH:5][c:6]2[cH:7][cH:8][cH:9][cH:10][c:11]12. The product is Cc1cc(Nc2cc3ccccc3c(-c3csc4ccccc34)n2)n[nH]1. The product is COC(=O)C1=CC2=C1C=C(C(=C2)C(C2=CC=C(C=C2)C#N)=O)O (4-(p-cyanobenzoyl)-5-hydroxybenzocyclobutene-1-carboxylic acid methyl ester). Starting materials: [Cl-].[Cl-].[Cl-].[Al+3] (aluminium trichloride), COC(=O)C1=CC2=C1C=C(C=C2)OC (5-methoxybenzocyclobutene-1-carboxylic acid methyl ester), C(#N)C1=CC=C(C(=O)Cl)C=C1 (p-cyanobenzoyl chloride). RXN SMILES: [Cl-].[Cl-].[Cl-].[Al+3].[CH3:5][O:6][C:7]([C:9]1[C:12]2[CH:13]=[C:14]([O:17]C)[CH:15]=[CH:16][C:11]=2[CH:10]=1)=[O:8].[C:19]([C:21]1[CH:29]=[CH:28][C:24]([C:25](Cl)=[O:26])=[CH:23][CH:22]=1)#[N:20]>>[CH3:5][O:6][C:7]([C:9]1[C:12]2[CH:13]=[C:14]([OH:17])[C:15]([C:25](=[O:26])[C:24]3[CH:28]=[CH:29][C:21]([C:19]#[N:20])=[CH:22][CH:23]=3)=[CH:16][C:11]=2[CH:10]=1)=[O:8] |f:0.1.2.3|. Procedure details: In a manner analogous to that described in Example 5, starting from 26.6 g of aluminium trichloride, 9.61 g of 5-methoxybenzocyclobutene-1-carboxylic acid methyl ester and 17.56 g of p-cyanobenzoyl chloride there is obtained 4-(p-cyanobenzoyl)-5-hydroxybenzocyclobutene-1-carboxylic acid methyl ester having a melting point of 113°-114°.